From a dataset of the Open Reaction Database (ORD), a public repository of structured organic reaction records. describe an organic reaction: reactants, conditions, products, and yield Reactants: CC#N, O=C(Oc1ccc([N+](=O)[O-])cc1)OC1COC2OCCCC12, CO, CCN(C(C)C)C(C)C, ClCCl, CC(C)CN(CC(O)C(N)Cc1ccc(OCc2ccccc2)cc1)S(=O)(=O)c1ccc2c(c1)OCO2. Yields the product CC(C)CN(CC(O)C(Cc1ccc(OCc2ccccc2)cc1)NC(=O)OC1COC2OCCCC12)S(=O)(=O)c1ccc2c(c1)OCO2. RXN SMILES: [C:38](#[N:39])[CH3:40].[C:50]([O:51][CH:52]1[CH2:53][O:54][CH:55]2[O:56][CH2:57][CH2:58][CH2:59][CH:60]12)([O:61][c:63]1[cH:64][cH:65][c:66]([N+:67]([O-:68])=[O:69])[cH:70][cH:71]1)=[O:62].[CH3:72][OH:73].[CH:41]([N:42]([CH:43]([CH3:44])[CH3:45])[CH2:46][CH3:47])([CH3:48])[CH3:49].[Cl:74][CH2:75][Cl:76].[NH2:1][CH:2]([CH:3]([CH2:4][N:5]([S:6](=[O:7])(=[O:8])[c:9]1[cH:10][c:11]2[c:12]([cH:16][cH:17]1)[O:13][CH2:14][O:15]2)[CH2:18][CH:19]([CH3:20])[CH3:21])[OH:22])[CH2:23][c:24]1[cH:25][cH:26][c:27]([O:30][CH2:31][c:32]2[cH:33][cH:34][cH:35][cH:36][cH:37]2)[cH:28][cH:29]1>>[NH:1]([CH:2]([CH:3]([CH2:4][N:5]([S:6](=[O:7])(=[O:8])[c:9]1[cH:10][c:11]2[c:12]([cH:16][cH:17]1)[O:13][CH2:14][O:15]2)[CH2:18][CH:19]([CH3:20])[CH3:21])[OH:22])[CH2:23][c:24]1[cH:25][cH:26][c:27]([O:30][CH2:31][c:32]2[cH:33][cH:34][cH:35][cH:36][cH:37]2)[cH:28][cH:29]1)[C:50]([O:51][CH:52]1[CH2:53][O:54][CH:55]2[O:56][CH2:57][CH2:58][CH2:59][CH:60]12)=[O:61]. The reactants are [O-]S(=O)(=O)[O-].[Mg+2] (MgSO4), OS(=O)(=O)[O-].[K+] (KHSO4), C(C)(C)(C)OC(=O)N1[C@@H](C[C@H](C1)SCC1=CC=C(C=C1)OC)C(N(C)OC)=O ((2S,4R)-4-(4-Methoxy-benzylsulfanyl)-2-(methoxy-methyl-carbamoyl)-pyrrolidine-1-carboxylic acid tert-butyl ester). The solvent is C1CCOC1 (THF), C1CCOC1 (THF). Conditions: temperature -30 celsius, time 30 minute. Product: C(C)(C)(C)OC(=O)N1[C@@H](C[C@H](C1)SCC1=CC=C(C=C1)OC)C=O ((2S,4R)-2-Formyl-4-(4-methoxy-benzylsulfanyl)-pyrrolidine-1-carboxylic acid tert-butyl ester). Isolated yield 99.8%. RXN SMILES: [C:1]([O:5][C:6]([N:8]1[CH2:12][C@H:11]([S:13][CH2:14][C:15]2[CH:20]=[CH:19][C:18]([O:21][CH3:22])=[CH:17][CH:16]=2)[CH2:10][C@H:9]1[C:23](=[O:28])N(OC)C)=[O:7])([CH3:4])([CH3:3])[CH3:2].[O-]S([O-])(=O)=O.[Mg+2].OS([O-])(=O)=O.[K+]>C1COCC1>[C:1]([O:5][C:6]([N:8]1[CH2:12][C@H:11]([S:13][CH2:14][C:15]2[CH:20]=[CH:19][C:18]([O:21][CH3:22])=[CH:17][CH:16]=2)[CH2:10][C@H:9]1[CH:23]=[O:28])=[O:7])([CH3:4])([CH3:3])[CH3:2] |f:1.2,3.4|. Procedure details: To 360 ml THF 30.8 ml LiAlH4 solution (30.8 mmol, 1M in THF, 1.2 eq) were added, the solution was cooled to −30° C. and 10.9 g (25.67 mmol) (2S,4R)-4-(4-Methoxy-benzylsulfanyl)-2-(methoxy-methyl-carbamoyl)-pyrrolidine-1-carboxylic acid tert-butyl ester in 100 ml THF were added at that temperature, stirred for 30 min. The solution was cooled to −78° C. and a suspension of silica gel, MgSO4 and 10% KHSO4 solution was added, and slowly warmed to RT. The suspension was filtered, thoroughly washed wi... The reactants are O=C(Cl)c1ccccc1, CCOC(C)=O, CCN(C(C)C)C(C)C, CC1CN(c2nnc(Cl)c3ccccc23)C(C)CN1, CN(C)C=O. Product: CC1CN(c2nnc(Cl)c3ccccc23)C(C)CN1C(=O)c1ccccc1. RXN SMILES: [C:20]([c:21]1[cH:22][cH:23][cH:24][cH:25][cH:26]1)(=[O:27])[Cl:28].[CH3:43][CH2:44][O:45][C:46](=[O:47])[CH3:48].[CH:34]([N:35]([CH2:36][CH3:37])[CH:38]([CH3:39])[CH3:40])([CH3:41])[CH3:42].[Cl:1][c:2]1[n:3][n:4][c:5]([N:12]2[CH:13]([CH3:19])[CH2:14][NH:15][CH:16]([CH3:18])[CH2:17]2)[c:6]2[cH:7][cH:8][cH:9][cH:10][c:11]12.[O:29]=[CH:30][N:31]([CH3:32])[CH3:33]>>[Cl:1][c:2]1[n:3][n:4][c:5]([N:12]2[CH:13]([CH3:19])[CH2:14][N:15]([C:20]([c:21]3[cH:22][cH:23][cH:24][cH:25][cH:26]3)=[O:27])[CH:16]([CH3:18])[CH2:17]2)[c:6]2[cH:7][cH:8][cH:9][cH:10][c:11]12. Starting materials: C1COCCN1, Clc1nc(Cl)c2[nH]cnc2n1, O. Product: Clc1nc(N2CCOCC2)c2nc[nH]c2n1. RXN SMILES: [CH2:12]1[CH2:13][O:14][CH2:15][CH2:16][NH:17]1.[Cl:1][c:2]1[n:3][c:4]([Cl:11])[c:5]2[nH:6][cH:7][n:8][c:9]2[n:10]1.[OH2:18]>>[Cl:1][c:2]1[n:3][c:4]([N:17]2[CH2:12][CH2:13][O:14][CH2:15][CH2:16]2)[c:5]2[n:6][cH:7][nH:8][c:9]2[n:10]1.